From a dataset of the Open Reaction Database (ORD), a public repository of structured organic reaction records. describe an organic reaction: reactants, conditions, products, and yield Starting materials: C1(C=2C(C(N1C1CNCCC1)=O)=CC=CC2)=O (3-phthalimidopiperidine), CN=C=O (methyl isocyanate). Solvent: C1=CC=CC=C1 (benzene). Yields the product CNC(=O)N1CC(CCC1)N1C(C=2C(C1=O)=CC=CC2)=O (1-(N-methylcarbamoyl)-3 -phthalimidopiperidine). Reaction SMILES: [C:1]1(=[O:17])[N:5]([CH:6]2[CH2:11][CH2:10][CH2:9][NH:8][CH2:7]2)[C:4](=[O:12])[C:3]2=[CH:13][CH:14]=[CH:15][CH:16]=[C:2]12.[CH3:18][N:19]=[C:20]=[O:21]>C1C=CC=CC=1>[CH3:18][NH:19][C:20]([N:8]1[CH2:9][CH2:10][CH2:11][CH:6]([N:5]2[C:4](=[O:12])[C:3]3=[CH:13][CH:14]=[CH:15][CH:16]=[C:2]3[C:1]2=[O:17])[CH2:7]1)=[O:21]. Procedure: A mixture of 11.5 g. of 3-phthalimidopiperidine and 2.85 g. of methyl isocyanate in 100 ml. of dry benzene is stirred at 25° C. for 2 hours. The resulting mixture is concentrated in vacuo and filtered to give 1-(N-methylcarbamoyl)-3 -phthalimidopiperidine. Treating this phthalimidopiperidine with hydrazine hydrate by the procedure of Example 17 gives 1-(N-methylcarbamoyl)-3-aminopiperidine. Starting materials: O=C1N(C2=C(C(=CC1NC(CCC1CCCCC1)=O)C1=CC=CC=C1)C=CC=C2)C (N-(2,3-Dihydro-2-oxo-1-methyl-5-phenyl-1H-1-benzazepin-3-yl)-3-cyclohexyl-propanamide), [H][H] (hydrogen). The reagents and catalysts are [Pd] (palladium on carbon). Solvent: CO (methanol), CO (methanol). The product is O=C1N(C2=C([C@@H](C[C@@H]1NC(CCC1CCCCC1)=O)C1=CC=CC=C1)C=CC=C2)C (cis-N-(2,3,4,5-tetrahydro-2-oxo-1-methyl-5-phenyl-1H-benzazepin-3-yl)-3-cyclohexylpropanamide). Yield: 79.6%. As a reaction SMILES: [O:1]=[C:2]1[CH:8]([NH:9][C:10](=[O:19])[CH2:11][CH2:12][CH:13]2[CH2:18][CH2:17][CH2:16][CH2:15][CH2:14]2)[CH:7]=[C:6]([C:20]2[CH:25]=[CH:24][CH:23]=[CH:22][CH:21]=2)[C:5]2[CH:26]=[CH:27][CH:28]=[CH:29][C:4]=2[N:3]1[CH3:30].[H][H]>CO.[Pd]>[O:1]=[C:2]1[C@@H:8]([NH:9][C:10](=[O:19])[CH2:11][CH2:12][CH:13]2[CH2:14][CH2:15][CH2:16][CH2:17][CH2:18]2)[CH2:7][C@@H:6]([C:20]2[CH:25]=[CH:24][CH:23]=[CH:22][CH:21]=2)[C:5]2[CH:26]=[CH:27][CH:28]=[CH:29][C:4]=2[N:3]1[CH3:30]. Reported procedure: A solution of N-(2,3-Dihydro-2-oxo-1-methyl-5-phenyl-1H-1-benzazepin-3-yl)-3-cyclohexyl-propanamide (250 mg) in methanol (20 ml) was added to a suspension of 10% palladium on carbon (100 mg) in methanol (20 ml). This mixture was subjected to 50 psi of hydrogen on a Parr shaker for two hours. The mixture was then filtered over celite and concentrated at reduced pressure. The resulting foam was crystallized from a mixture of ethyl acetate and hexane, yielding a white solid (200 mg, 80%), which is ... Reactants: O (water), [N-]=[N+]=[N-].[Na+] (sodium azide), [I-].[Na+] (sodium iodide), BrC1C(C[C@@H]2CC[C@H]3C4=C[C@H]5[C@H]([C@H](C)[C@]6(O5)CC[C@@H](C)CO6)[C@]4(C(C[C@@H]3[C@]2(C1)C)=O)C)=O (2-Bromo-(25R)-5α-spirost-14-ene-3,12-dione). Run in CN(C=O)C (dimethylformamide). Run at temperature 50 celsius, time 2 hour. Yields the product N=C1C(C[C@@H]2CC[C@H]3C4=C[C@H]5[C@H]([C@H](C)[C@]6(O5)CC[C@@H](C)CO6)[C@]4(C(C[C@@H]3[C@]2(C1)C)=O)C)=O (2-Imino-(25R)-5α-spirost-14-ene-3,12-dione). Yield: 93.5%. Reaction SMILES: Br[CH:2]1[CH2:28][C@@:27]2([CH3:29])[C@@H:5]([CH2:6][CH2:7][C@@H:8]3[C@@H:26]2[CH2:25][C:24](=[O:30])[C@@:23]2([CH3:31])[C:9]3=[CH:10][C@@H:11]3[O:16][C@@:15]4([O:22][CH2:21][C@H:19]([CH3:20])[CH2:18][CH2:17]4)[C@@H:13]([CH3:14])[C@@H:12]32)[CH2:4][C:3]1=[O:32].[N-:33]=[N+]=[N-].[Na+].[I-].[Na+].O>CN(C)C=O>[NH:33]=[C:2]1[CH2:28][C@@:27]2([CH3:29])[C@@H:5]([CH2:6][CH2:7][C@@H:8]3[C@@H:26]2[CH2:25][C:24](=[O:30])[C@@:23]2([CH3:31])[C:9]3=[CH:10][C@@H:11]3[O:16][C@@:15]4([O:22][CH2:21][C@H:19]([CH3:20])[CH2:18][CH2:17]4)[C@@H:13]([CH3:14])[C@@H:12]32)[CH2:4][C:3]1=[O:32] |f:1.2,3.4|. Reported procedure: 500 mg (0.99 mmol) of 2-bromo-(25R)-5α-spirost-14-ene-3,12-dione (II) is dissolved in 50 ml of dimethylformamide. After adding 700 mg of sodium azide and a few milligrams of sodium iodide, the solution is stirred for 2 hours at 50° C. The reaction mixture is brought to room temperature, poured into 20 ml of water and extracted with methyl-tert-butyl ether. This extract is washed with saturated sodium chloride solution, dried on magnesium sulfate and concentrated by evaporation. After crystalliza... Reactants: NC(C(O)C1=CC=CC=C1)CCC(C)C ((1RS,2SR)-2-amino-5-methyl-1-phenylhexan-1-ol), ClCCN1CCCCC1 (1-(2-chloroethyl)piperidine), [OH-].[Na+] (NaOH). Run in O (water). Product: Cl.Cl.CC(CCC(C(O)C1=CC=CC=C1)CCN1CCCCC1)C ((1RS,2SR)-5-Methyl-1-phenyl-2-(2-piperidinoethyl)hexan-1-ol dihydrochloride). Yield: 36.1%. RXN SMILES: N[CH:2]([CH2:11][CH2:12][CH:13]([CH3:15])[CH3:14])[CH:3]([C:5]1[CH:10]=[CH:9][CH:8]=[CH:7][CH:6]=1)[OH:4].[Cl:16][CH2:17][CH2:18][N:19]1[CH2:24][CH2:23][CH2:22][CH2:21][CH2:20]1.[OH-].[Na+]>O>[ClH:16].[ClH:16].[CH3:14][CH:13]([CH3:15])[CH2:12][CH2:11][CH:2]([CH2:17][CH2:18][N:19]1[CH2:24][CH2:23][CH2:22][CH2:21][CH2:20]1)[CH:3]([C:5]1[CH:10]=[CH:9][CH:8]=[CH:7][CH:6]=1)[OH:4] |f:2.3,5.6.7|. Procedure details: A mixture of (1RS,2SR)-2-amino-5-methyl-1-phenylhexan-1-ol (1.04 g, 5 mmol) and 1-(2-chloroethyl)piperidine (0.74 g, 5 mmol) was melted at 70° C. in a nitrogen atmosphere. The mixture was then heated at 110° to 120° C. for 3 hours. After being cooled, the reaction mixture was dissolved in water. The solution was basified with 2N-NaOH and then extracted with ether. The ethereal extract was washed twice with water and once with brine, dried over anhydrous sodium sulfate and then evaporated under r... Starting materials: ClC1=CC=C(C=C1)NCCCOC1=CC=C(C(=O)OC)C=C1 (Methyl 4-[3-[N-(4-chlorophenyl)amino]propoxy]benzoate), C(C)(=O)OC(C)=O (acetic anhydride). Solvent: N1=CC=CC=C1 (pyridine). Run at time 14 hour. Yields the product C(C)(=O)N(C1=CC=C(C=C1)Cl)CCCOC1=CC=C(C(=O)OC)C=C1 (Methyl 4-[3-[N-acetyl -N-(4-chlorophenyl)amino]propoxy]benzoate). As a reaction SMILES: [Cl:1][C:2]1[CH:7]=[CH:6][C:5]([NH:8][CH2:9][CH2:10][CH2:11][O:12][C:13]2[CH:22]=[CH:21][C:16]([C:17]([O:19][CH3:20])=[O:18])=[CH:15][CH:14]=2)=[CH:4][CH:3]=1.[C:23](OC(=O)C)(=[O:25])[CH3:24]>N1C=CC=CC=1>[C:23]([N:8]([CH2:9][CH2:10][CH2:11][O:12][C:13]1[CH:14]=[CH:15][C:16]([C:17]([O:19][CH3:20])=[O:18])=[CH:21][CH:22]=1)[C:5]1[CH:4]=[CH:3][C:2]([Cl:1])=[CH:7][CH:6]=1)(=[O:25])[CH3:24]. Procedure: Methyl 4-[3-[N-(4-chlorophenyl)amino]propoxy]benzoate (1.2 g) was dissolved in pyridine (15 ml), and acetic anhydride (0.71 ml) was added thereto. The mixture was stirred at room temperature for 14 hours and concentrated under reduced pressure. The residue was separated into layers by adding ethyl acetate and diluted hydrochloric acid. The organic layer was washed successively with-water, saturated aqueous sodium bicarbonate solution and water, and concentrated under reduced pressure to give the...